This data is from the Open Reaction Database (ORD), a public repository of structured organic reaction records. The task is: describe an organic reaction: reactants, conditions, products, and yield Starting materials: CCOC(=O)C(O)(CC)C(O)c1ccccc1F, CC(=O)[O-], CC(=O)O, [Na+], O=S(=O)(O)O. Yields the product CCOC(=O)C(O)(CC)Cc1ccccc1F. Reaction SMILES: [CH2:1]([CH3:2])[C:3]([C:4](=[O:5])[O:6][CH2:7][CH3:8])([CH:9]([OH:10])[c:11]1[c:12]([F:17])[cH:13][cH:14][cH:15][cH:16]1)[OH:18].[CH3:25][C:26](=[O:27])[O-:28].[CH3:29][C:30](=[O:31])[OH:32].[Na+:24].[S:19](=[O:20])(=[O:21])([OH:22])[OH:23]>>[CH2:1]([CH3:2])[C:3]([C:4](=[O:5])[O:6][CH2:7][CH3:8])([CH2:9][c:11]1[c:12]([F:17])[cH:13][cH:14][cH:15][cH:16]1)[OH:18].